Dataset: the Open Reaction Database (ORD), a public repository of structured organic reaction records. Task: describe an organic reaction: reactants, conditions, products, and yield Reactants: S(N)(=O)(=O)C=1C=C(C(=O)O)C=CC1 (3-sulfamoylbenzoic acid), S(O)(O)(=O)=O (Sulfuric acid), CO (methanol). Yield: 70.2%. Procedure details: 3-sulfamoylbenzoic acid (150 mg, 0.746 mmol) was refluxed in the presence of concentrated Sulfuric acid (4.82 mg, 0.037 mmol) in methanol (5 mL) at 70° C. for overnight. Reaction was monitored by TLC. After completion of the reaction, Solvent was removed by vacuum and then compound was purified by flash chromatography afforded the methyl 3-sulfamoylbenzoate (115 mg, 0.524 mmol, 70.2% yield) as a solid. 1H NMR (CDCl3, 400 MHz): δ 8.53 (m, 1H), 8.18 (d, 1H, J=8.0 Hz), 8.08 (d, 1H, J=7.6 Hz), 7.57 ... RXN SMILES: [S:1]([C:5]1[CH:6]=[C:7]([CH:11]=[CH:12][CH:13]=1)[C:8]([OH:10])=[O:9])(=[O:4])(=[O:3])[NH2:2].S(=O)(=O)(O)O.[CH3:19]O>>[S:1]([C:5]1[CH:6]=[C:7]([CH:11]=[CH:12][CH:13]=1)[C:8]([O:10][CH3:19])=[O:9])(=[O:3])(=[O:4])[NH2:2]. The product is S(N)(=O)(=O)C=1C=C(C(=O)OC)C=CC1 (methyl 3-sulfamoylbenzoate). Starting materials: CCO, NO, N#Cc1ccc(C(=O)N2CCC(c3nc4ccccc4[nH]3)CC2)cc1. Yields the product N=C(NO)c1ccc(C(=O)N2CCC(c3nc4ccccc4[nH]3)CC2)cc1. Reaction SMILES: [CH3:28][CH2:29][OH:30].[NH2:26][OH:27].[nH:1]1[c:2]([CH:10]2[CH2:11][CH2:12][N:13]([C:16](=[O:17])[c:18]3[cH:19][cH:20][c:21]([C:22]#[N:23])[cH:24][cH:25]3)[CH2:14][CH2:15]2)[n:3][c:4]2[c:5]1[cH:6][cH:7][cH:8][cH:9]2>>[nH:1]1[c:2]([CH:10]2[CH2:11][CH2:12][N:13]([C:16](=[O:17])[c:18]3[cH:19][cH:20][c:21]([C:22](=[NH:23])[NH:26][OH:27])[cH:24][cH:25]3)[CH2:14][CH2:15]2)[n:3][c:4]2[c:5]1[cH:6][cH:7][cH:8][cH:9]2. The reactants are C1COCCO1, COC(=O)C1COCC1NS(=O)(=O)c1ccc(OCc2cc(C)nc3ccccc23)cc1, Cl. The product is Cc1cc(COc2ccc(S(=O)(=O)NC3COCC3C(=O)O)cc2)c2ccccc2n1. As a reaction SMILES: [CH2:34]1[O:35][CH2:36][CH2:37][O:38][CH2:39]1.[CH3:1][O:2][C:3](=[O:4])[CH:5]1[CH2:6][O:7][CH2:8][CH:9]1[NH:10][S:11](=[O:12])(=[O:13])[c:14]1[cH:15][cH:16][c:17]([O:20][CH2:21][c:22]2[cH:23][c:24]([CH3:32])[n:25][c:26]3[cH:27][cH:28][cH:29][cH:30][c:31]23)[cH:18][cH:19]1.[ClH:33]>>[O:2]=[C:3]([OH:4])[CH:5]1[CH2:6][O:7][CH2:8][CH:9]1[NH:10][S:11](=[O:12])(=[O:13])[c:14]1[cH:15][cH:16][c:17]([O:20][CH2:21][c:22]2[cH:23][c:24]([CH3:32])[n:25][c:26]3[cH:27][cH:28][cH:29][cH:30][c:31]23)[cH:18][cH:19]1. Starting materials: CCOC(=O)Cl, COc1ccc2cc(C(S)C(=O)O)ccc2c1, c1ccncc1. Product: CCOC(=O)SC(C(=O)O)c1ccc2cc(OC)ccc2c1. Reaction SMILES: [Cl:18][C:19](=[O:20])[O:21][CH2:22][CH3:23].[SH:1][CH:2]([C:3](=[O:4])[OH:5])[c:6]1[cH:7][c:8]2[cH:9][cH:10][c:11]([O:16][CH3:17])[cH:12][c:13]2[cH:14][cH:15]1.[cH:24]1[cH:25][cH:26][n:27][cH:28][cH:29]1>>[S:1]([CH:2]([C:3](=[O:4])[OH:5])[c:6]1[cH:7][c:8]2[cH:9][cH:10][c:11]([O:16][CH3:17])[cH:12][c:13]2[cH:14][cH:15]1)[C:19](=[O:20])[O:21][CH2:22][CH3:23].